This data is from the Open Reaction Database (ORD), a public repository of structured organic reaction records. The task is: describe an organic reaction: reactants, conditions, products, and yield The reactants are CC(C)(C)OC(=O)N1CCN2c3ncc(CN4CCN(c5ccc(Cl)cc5)CC4)cc3NC(=O)C2C1, ClCCl, O=C(O)C(F)(F)F. The product is O=C1Nc2cc(CN3CCN(c4ccc(Cl)cc4)CC3)cnc2N2CCNCC12. RXN SMILES: [C:1]([O:2][C:3](=[O:4])[N:8]1[CH2:9][CH:10]2[C:11](=[O:36])[NH:12][c:13]3[cH:14][c:15]([CH2:22][N:23]4[CH2:24][CH2:25][N:26]([c:29]5[cH:30][cH:31][c:32]([Cl:35])[cH:33][cH:34]5)[CH2:27][CH2:28]4)[cH:16][n:17][c:18]3[N:19]2[CH2:20][CH2:21]1)([CH3:5])([CH3:6])[CH3:7].[Cl:44][CH2:45][Cl:46].[OH:37][C:38]([C:39]([F:40])([F:41])[F:42])=[O:43]>>[NH:8]1[CH2:9][CH:10]2[C:11](=[O:36])[NH:12][c:13]3[cH:14][c:15]([CH2:22][N:23]4[CH2:24][CH2:25][N:26]([c:29]5[cH:30][cH:31][c:32]([Cl:35])[cH:33][cH:34]5)[CH2:27][CH2:28]4)[cH:16][n:17][c:18]3[N:19]2[CH2:20][CH2:21]1. The reactants are NC=1N(C(C2(N1)CC(OC1=CC=C(C=C12)Br)C1=CC=CC=C1)=O)CC1CCCCC1 (2′-amino-6-bromo-1′-(cyclohexylmethyl)-2-phenylspiro[chroman-4,4′-imidazol]-5′(1′H)-one), C(#N)CC=1C=C(C=CC1)B(O)O (3-(cyanomethyl)phenylboronic acid). The reagents and catalysts are Cl[Pd]([P](C1=CC=CC=C1)(C2=CC=CC=C2)C3=CC=CC=C3)([P](C4=CC=CC=C4)(C5=CC=CC=C5)C6=CC=CC=C6)Cl (Pd(PPh3)2Cl2). The solvent is O1CCOCC1 (1,4-dioxane), C(=O)([O-])[O-].[Cs+].[Cs+] (Cs2CO3). Reaction conditions: temperature 120 celsius. Yields the product NC=1N(C(C2(N1)CC(OC1=CC=C(C=C12)C=1C=C(C=CC1)CC#N)C1=CC=CC=C1)=O)C (2-(3-(2′-amino-1′-methyl-5′-oxo-2-phenyl-1′,5′-dihydrospiro[chroman-4,4′-imidazole]-6-yl)phenyl)acetonitrile). Yield: 23.9%. RXN SMILES: [NH2:1][C:2]1[N:3]([CH2:24]C2CCCCC2)[C:4](=[O:23])[C:5]2([C:15]3[C:10](=[CH:11][CH:12]=[C:13](Br)[CH:14]=3)[O:9][CH:8]([C:17]3[CH:22]=[CH:21][CH:20]=[CH:19][CH:18]=3)[CH2:7]2)[N:6]=1.[C:31]([CH2:33][C:34]1[CH:35]=[C:36](B(O)O)[CH:37]=[CH:38][CH:39]=1)#[N:32]>O1CCOCC1.C([O-])([O-])=O.[Cs+].[Cs+].Cl[Pd](Cl)([P](C1C=CC=CC=1)(C1C=CC=CC=1)C1C=CC=CC=1)[P](C1C=CC=CC=1)(C1C=CC=CC=1)C1C=CC=CC=1>[NH2:1][C:2]1[N:3]([CH3:24])[C:4](=[O:23])[C:5]2([C:15]3[C:10](=[CH:11][CH:12]=[C:13]([C:38]4[CH:39]=[C:34]([CH2:33][C:31]#[N:32])[CH:35]=[CH:36][CH:37]=4)[CH:14]=3)[O:9][CH:8]([C:17]3[CH:22]=[CH:21][CH:20]=[CH:19][CH:18]=3)[CH2:7]2)[N:6]=1 |f:3.4.5,^1:57,76|. Procedure details: Pd(PPh3)2Cl2 (10 mg, 0.014 mmol) in a 10 mL tube under Ar was treated sequentially with 2′-amino-6-bromo-1′-(cyclohexylmethyl)-2-phenylspiro[chroman-4,4′-imidazol]-5′(1′H)-one (20 mg, 0.052 mmol) in 1,4-dioxane (1 mL), Cs2CO3 (2 N, 0.3 mL) and 3-(cyanomethyl)phenylboronic acid (16.7 mg, 0.104 mmol). The mixture was heated at 120° C. in a microwave reactor for 0.5 h. The reaction mixture was concentrated in vacuo to give the residue, which was purified by preparative TLC followed by preparative H... Starting materials: CCN(C(C)C)C(C)C (Hunig's base), ClC1=C(C=CC=C1)C(=O)C=1C(=NC(=CC1)Cl)Cl ((2-Chloro-phenyl)-(2,6-dichloro-pyridin-3-yl)-methanone), NN (hydrazine). Solvent: C(C)O.C1CCOC1 (ethanol THF). Run at temperature 0 celsius, time 5 minute. The product is ClC1=CC=C2C(=N1)NN=C2C2=C(C=CC=C2)Cl (6-chloro-3-(2-chloro-phenyl)-1H-pyrazolo[3,4-b]pyridine). The yield is 42.7%. RXN SMILES: [Cl:1][C:2]1[CH:7]=[CH:6][CH:5]=[CH:4][C:3]=1[C:8]([C:10]1[C:11](Cl)=[N:12][C:13]([Cl:16])=[CH:14][CH:15]=1)=O.CCN(C(C)C)C(C)C.[NH2:27][NH2:28]>C(O)C.C1COCC1>[Cl:16][C:13]1[N:12]=[C:11]2[NH:27][N:28]=[C:8]([C:3]3[CH:4]=[CH:5][CH:6]=[CH:7][C:2]=3[Cl:1])[C:10]2=[CH:15][CH:14]=1 |f:3.4|. Reported procedure: (2-Chloro-phenyl)-(2,6-dichloro-pyridin-3-yl)-methanone (3.0 g, 10.47 mmol) was dissolved in 25 mL of ethanol/THF (4:1) and cooled in an ice bath. Hunig's base (N,N-diisopropylethylamine, 1.8 mL, 10.47 mmol) was added to the reaction mixture, followed by dropwise addition of 0.36 mL (11.52 mmol) of hydrazine. The reaction mixture was stirred at 0° C. for five minutes, then heated to 70° C. for 1.5 hours. Volatiles were removed under reduced pressure, and the residue was taken up in 150 mL of EtO... Reactants: C(C1=CC=CC=C1)OC1=C(C=C(C=C1)C)C(C)(C)C (1-benzyloxy-2-tert-butyl-4-methyl-benzene), (IV)-nitrate, C(C)(=O)O (acetic acid). Product: C(C1=CC=CC=C1)OC1=C(C=C(C=O)C=C1)C(C)(C)C (4-benzyloxy-3-tert-butyl-benzaldehyde). RXN SMILES: [CH2:1]([O:8][C:9]1[CH:14]=[CH:13][C:12]([CH3:15])=[CH:11][C:10]=1[C:16]([CH3:19])([CH3:18])[CH3:17])[C:2]1[CH:7]=[CH:6][CH:5]=[CH:4][CH:3]=1.C(O)(=[O:22])C>>[CH2:1]([O:8][C:9]1[CH:14]=[CH:13][C:12]([CH:15]=[O:22])=[CH:11][C:10]=1[C:16]([CH3:19])([CH3:18])[CH3:17])[C:2]1[CH:3]=[CH:4][CH:5]=[CH:6][CH:7]=1. Reported procedure: A solution of 6.985 g 1-benzyloxy-2-tert-butyl-4-methyl-benzene (27 mmol) and 115 g ammoniumcer (IV)-nitrate in 1000 ml acetic acid (50% v/v) was stirred at 90° C. for one hour. After cooling down to RT, the reaction mixture was extracted with AcOEt/heptane 1:9, dried over magnesium sulfate, filtered off and concentrated under vacuo. The residue was purified by flash column chromatography (heptane/AcOEt 95/5 to 90/10) to give 3.48 g of an orange solid. MS (ISP) 269.3 (M+H)+.